From a dataset of the Open Reaction Database (ORD), a public repository of structured organic reaction records. describe an organic reaction: reactants, conditions, products, and yield Starting materials: FC=1C=C2C(=NC(=NC2=CC1)C1=CC(=C(C(=C1)OC)OC)OC)C(=O)O (6-fluoro-2-(3,4,5-trimethoxyphenyl)quinazoline-4-carboxylic acid), Cl.FC=1C=C2CCNCC2=CC1 (6-fluoro-1,2,3,4-tetrahydroisoquinoline hydrochloride). Product: FC=1C=C2C(=NC(=NC2=CC1)C1=CC(=C(C(=C1)OC)OC)OC)C(=O)N1CC2=CC=C(C=C2CC1)F (2-[[6-fluoro-2-(3,4,5-trimethoxyphenyl)quinazolin-4-yl]carbonyl]-6-fluoro-1,2,3,4-tetrahydroisoquinoline). Yield: 54.3%. Reaction SMILES: [F:1][C:2]1[CH:3]=[C:4]2[C:9](=[CH:10][CH:11]=1)[N:8]=[C:7]([C:12]1[CH:17]=[C:16]([O:18][CH3:19])[C:15]([O:20][CH3:21])=[C:14]([O:22][CH3:23])[CH:13]=1)[N:6]=[C:5]2[C:24]([OH:26])=O.Cl.[F:28][C:29]1[CH:30]=[C:31]2[C:36](=[CH:37][CH:38]=1)[CH2:35][NH:34][CH2:33][CH2:32]2>>[F:1][C:2]1[CH:3]=[C:4]2[C:9](=[CH:10][CH:11]=1)[N:8]=[C:7]([C:12]1[CH:17]=[C:16]([O:18][CH3:19])[C:15]([O:20][CH3:21])=[C:14]([O:22][CH3:23])[CH:13]=1)[N:6]=[C:5]2[C:24]([N:34]1[CH2:33][CH2:32][C:31]2[C:36](=[CH:37][CH:38]=[C:29]([F:28])[CH:30]=2)[CH2:35]1)=[O:26] |f:1.2|. Procedure details: Reaction of 6-fluoro-2-(3,4,5-trimethoxyphenyl)quinazoline-4-carboxylic acid with 6-fluoro-1,2,3,4-tetrahydroisoquinoline hydrochloride gave compound 108 (54.3% yield). 1H NMR (300 MHz, DMSO-d6) δ 2.92 and 3.07 (2t, 2H), 3.58 and 4.04 (2t, 2H), 3.76-3.3.77 (d, 3H), 3.86 and 3.91 (2s, 6H), 4.55 and 4.98 (2s, 2H), 6.95-7.41 (m, 3H), 7.65-7.85 (m, 3H), 7.99-8.05 (m, 1H), 8.23-8.28 (m, 1H); MS (ESI) m/z 492 ([M+H]+). Starting materials: C(C)(=O)N1C(=NCC1)NC1=CC(=NN1C1=CC=CC=C1)C (1-Acetyl-2-(3-methyl-1-phenyl-5-pyrazolyl) amino-2-imidazoline), Cl (HCl), Cl (hydrochloride). Run in CO (methanol). Product: Cl.CC1=NN(C(=C1)NC=1NCCN1)C1=CC=CC=C1 (2(3-Methyl-1-phenyl-5-pyrazolyl)amino-2-imidazoline hydrochloride). RXN SMILES: C([N:4]1[CH2:8][CH2:7][N:6]=[C:5]1[NH:9][C:10]1[N:14]([C:15]2[CH:20]=[CH:19][CH:18]=[CH:17][CH:16]=2)[N:13]=[C:12]([CH3:21])[CH:11]=1)(=O)C.[ClH:22]>CO>[ClH:22].[CH3:21][C:12]1[CH:11]=[C:10]([NH:9][C:5]2[NH:6][CH2:7][CH2:8][N:4]=2)[N:14]([C:15]2[CH:16]=[CH:17][CH:18]=[CH:19][CH:20]=2)[N:13]=1 |f:3.4|. Procedure: 1-Acetyl-2-(3-methyl-1-phenyl-5-pyrazolyl) amino-2-imidazoline (35.0 g.) was treated with HCl in methanol as described in Example II to give 28.7 g. product as the hydrochloride. mp 182°-184° Reactants: O=C([O-])O, ClC(Cl)Cl, O=C(OO)c1cccc(Cl)c1, CC(C)Sc1cccc(-c2ccc(Cl)cc2Cl)c1, [Na+]. Product: CC(C)S(=O)c1cccc(-c2ccc(Cl)cc2Cl)c1. RXN SMILES: [C:30](=[O:31])([OH:32])[O-:33].[CH:35]([Cl:36])([Cl:37])[Cl:38].[Cl:19][c:20]1[cH:21][cH:22][cH:23][c:24]([C:25]([O:26][OH:28])=[O:27])[cH:29]1.[Cl:1][c:2]1[c:3](-[c:9]2[cH:10][c:11]([S:15][CH:16]([CH3:17])[CH3:18])[cH:12][cH:13][cH:14]2)[cH:4][cH:5][c:6]([Cl:8])[cH:7]1.[Na+:34]>>[Cl:1][c:2]1[c:3](-[c:9]2[cH:10][c:11]([S:15]([CH:16]([CH3:17])[CH3:18])=[O:27])[cH:12][cH:13][cH:14]2)[cH:4][cH:5][c:6]([Cl:8])[cH:7]1. Reactants: ClCCNC(C1=CC=CC=C1)=O (N-(2-chloroethyl)benzamide), C(C)(C)C1=C(C(=CC=2OC3=C(C21)C=CC=C3)C(C)C)N (1,3-diisopropyldibenzo[b,d]furan-2-amine), P(Cl)(Cl)(Cl)(Cl)Cl (phosphorus pentachloride). Solvent: C1(=CC(=CC=C1)C)C (m-xylene), C1(=CC(=CC=C1)C)C (m-xylene). Product: C(C)(C)C1=C(C(=CC=2OC3=C(C21)C=CC=C3)C(C)C)N3C(=NCC3)C3=CC=CC=C3 (1-(1,3-diisopropyldibenzo[b,d]furan-2-yl)-2-phenyl-4,5-dihydro-1H-imidazole). Isolated yield 54.1%. As a reaction SMILES: Cl[CH2:2][CH2:3][NH:4][C:5](=O)[C:6]1[CH:11]=[CH:10][CH:9]=[CH:8][CH:7]=1.P(Cl)(Cl)(Cl)(Cl)Cl.[CH:19]([C:22]1[C:30]2[C:29]3[CH:31]=[CH:32][CH:33]=[CH:34][C:28]=3[O:27][C:26]=2[CH:25]=[C:24]([CH:35]([CH3:37])[CH3:36])[C:23]=1[NH2:38])([CH3:21])[CH3:20]>C1(C)C=CC=C(C)C=1>[CH:19]([C:22]1[C:30]2[C:29]3[CH:31]=[CH:32][CH:33]=[CH:34][C:28]=3[O:27][C:26]=2[CH:25]=[C:24]([CH:35]([CH3:37])[CH3:36])[C:23]=1[N:38]1[CH2:2][CH2:3][N:4]=[C:5]1[C:6]1[CH:11]=[CH:10][CH:9]=[CH:8][CH:7]=1)([CH3:21])[CH3:20]. Reported procedure: N-(2-chloroethyl)benzamide (4.09 g, 22.27 mmol) and 90 mL m-xylene were added to a 250 ml, round-bottom flask. Next, phosphorus pentachloride (6.96 g, 33.4 mmol) was added carefully. The reaction mixture was heated to reflux under nitrogen for 2 h. The reaction mixture was cooled down to room temperature and 1,3-diisopropyldibenzo[b,d]furan-2-amine (6.55 g, 24.50 mmol) in 30 mL m-xylene was added. The reaction mixture was refluxed overnight under nitrogen. The reaction mixture was cooled in an i... Starting materials: [Al+3], COc1cccc(C2(C)CN(C)C(=O)C(C)O2)c1, [H-], [H-], [H-], [H-], [Li+], [Mg+2], [Na+], O=S(=O)([O-])[O-], [OH-], O. The product is COc1cccc(C2(C)CN(C)CC(C)O2)c1. As a reaction SMILES: [Al+3:20].[CH3:1][O:2][c:3]1[cH:4][c:5]([C:9]2([CH3:18])[CH2:10][N:11]([CH3:17])[C:12](=[O:16])[CH:13]([CH3:15])[O:14]2)[cH:6][cH:7][cH:8]1.[H-:19].[H-:22].[H-:23].[H-:24].[Li+:21].[Mg+2:27].[Na+:26].[O-:28][S:29]([O-:30])(=[O:31])=[O:32].[OH-:25].[OH2:33]>>[CH3:1][O:2][c:3]1[cH:4][c:5]([C:9]2([CH3:18])[CH2:10][N:11]([CH3:17])[CH2:12][CH:13]([CH3:15])[O:14]2)[cH:6][cH:7][cH:8]1. The reactants are [Al+3], CC(=O)N1c2ccc(NC(=O)c3ccc(-c4ccccc4)cc3)cc2C(C)=CC1(C)C, COc1ccccc1, [Cl-], [Cl-], [Cl-]. The product is COc1ccccc1C1(C)CC(C)(C)N(C(C)=O)c2ccc(NC(=O)c3ccc(-c4ccccc4)cc3)cc21. As a reaction SMILES: [Al+3:41].[C:9]([CH3:10])(=[O:11])[N:12]1[C:13]([CH3:38])([CH3:39])[CH:14]=[C:15]([CH3:37])[c:16]2[cH:17][c:18]([NH:22][C:23]([c:24]3[cH:25][cH:26][c:27](-[c:30]4[cH:31][cH:32][cH:33][cH:34][cH:35]4)[cH:28][cH:29]3)=[O:36])[cH:19][cH:20][c:21]21.[CH3:1][O:2][c:3]1[cH:4][cH:5][cH:6][cH:7][cH:8]1.[Cl-:40].[Cl-:42].[Cl-:43]>>[CH3:1][O:2][c:3]1[c:4]([C:15]2([CH3:37])[CH2:14][C:13]([CH3:38])([CH3:39])[N:12]([C:9]([CH3:10])=[O:11])[c:21]3[c:16]2[cH:17][c:18]([NH:22][C:23]([c:24]2[cH:25][cH:26][c:27](-[c:30]4[cH:31][cH:32][cH:33][cH:34][cH:35]4)[cH:28][cH:29]2)=[O:36])[cH:19][cH:20]3)[cH:5][cH:6][cH:7][cH:8]1. The reactants are CNC(=O)c1cc(Oc2ccc3nc(S(C)=O)sc3c2)ccn1, CCN(C(C)C)C(C)C, Cl, NC1CCCCC1O. Yields the product CNC(=O)c1cc(Oc2ccc3nc(NC4CCCCC4O)sc3c2)ccn1. As a reaction SMILES: [CH3:1][NH:2][C:3](=[O:4])[c:5]1[n:6][cH:7][cH:8][c:9]([O:11][c:12]2[cH:13][c:14]3[c:15]([n:16][c:17]([S:19]([CH3:20])=[O:21])[s:18]3)[cH:22][cH:23]2)[cH:10]1.[CH:33]([N:34]([CH:35]([CH3:36])[CH3:37])[CH2:38][CH3:39])([CH3:40])[CH3:41].[ClH:24].[NH2:25][CH:26]1[CH:27]([OH:32])[CH2:28][CH2:29][CH2:30][CH2:31]1>>[CH3:1][NH:2][C:3](=[O:4])[c:5]1[n:6][cH:7][cH:8][c:9]([O:11][c:12]2[cH:13][c:14]3[c:15]([n:16][c:17]([NH:25][CH:26]4[CH:27]([OH:32])[CH2:28][CH2:29][CH2:30][CH2:31]4)[s:18]3)[cH:22][cH:23]2)[cH:10]1. Reactants: CC(CCN1CCOCC1)C(=O)c1cccc(OCc2ccccc2)c1, CC1=CCC=CC1, CCO. The product is CC(CCN1CCOCC1)C(=O)c1cccc(O)c1. Reaction SMILES: [CH3:1][CH:2]([C:3](=[O:4])[c:5]1[cH:6][c:7]([O:11][CH2:12][c:13]2[cH:14][cH:15][cH:16][cH:17][cH:18]2)[cH:8][cH:9][cH:10]1)[CH2:19][CH2:20][N:21]1[CH2:22][CH2:23][O:24][CH2:25][CH2:26]1.[CH3:27][C:28]1=[CH:33][CH2:32][CH:31]=[CH:30][CH2:29]1.[CH3:34][CH2:35][OH:36]>>[CH3:1][CH:2]([C:3](=[O:4])[c:5]1[cH:6][c:7]([OH:11])[cH:8][cH:9][cH:10]1)[CH2:19][CH2:20][N:21]1[CH2:22][CH2:23][O:24][CH2:25][CH2:26]1.